From a dataset of the Open Reaction Database (ORD), a public repository of structured organic reaction records. describe an organic reaction: reactants, conditions, products, and yield The reactants are C1(=CC=C(C=C1)S(=O)(=O)Cl)C (p-Toluenesulfonyl chloride), O1CCC(CC1)CO (tetrahydro-2H-pyran-4-yl-methanol), N1=CC=CC=C1 (pyridine). Run in ClCCl (dichloromethane). Reaction conditions: time 17 hour. The product is O1CCC(CC1)COS(=O)(=O)C1=CC=C(C=C1)C (toluene-4-sulfonic acid tetrahydro-pyran-4yl-methyl ester). RXN SMILES: [C:1]1([CH3:11])[CH:6]=[CH:5][C:4]([S:7](Cl)(=[O:9])=[O:8])=[CH:3][CH:2]=1.[O:12]1[CH2:17][CH2:16][CH:15]([CH2:18][OH:19])[CH2:14][CH2:13]1.N1C=CC=CC=1>ClCCl>[O:12]1[CH2:17][CH2:16][CH:15]([CH2:18][O:19][S:7]([C:4]2[CH:5]=[CH:6][C:1]([CH3:11])=[CH:2][CH:3]=2)(=[O:9])=[O:8])[CH2:14][CH2:13]1. Procedure: p-Toluenesulfonyl chloride (29.8 g, 157 mmol) was added portionwise to a mixture of tetrahydro-2H-pyran-4-yl-methanol (20.0 g, 172 mmol) and pyridine (25.2 mL, 313 mmol) in dichloromethane (200 ml). The mixture was stirred at room temperature for 17 h, then quenched with aqueous hydrochloric acid (2 M; 100 ml). The layers were separated and the aqueous layer extracted with dichloromethane (2×100 ml). The organic layers were combined and concentrated in vacuo. Recrystallisation from dichlorometha... Starting materials: OCC=1N=C(SC1)C(C)C (4-(hydroxymethyl)-2-isopropylthiazole), CN1CCOCC1 (4-methylmorpholine), ClC(=O)OC1=CC=C(C=C1)[N+](=O)[O-] (4-nitrophenyl chloroformate). Solvent: C(Cl)Cl (CH2Cl2), C(Cl)Cl (CH2Cl2). Run at temperature 0 celsius, time 1 hour. The product is C(C)(C)C=1SC=C(N1)COC(=O)OC1=CC=C(C=C1)[N+](=O)[O-] (2-isopropyl-4-(p-nitrophenyloxycarbonyloxymethyl)thiazole). As a reaction SMILES: Cl[C:2]([O:4][C:5]1[CH:10]=[CH:9][C:8]([N+:11]([O-:13])=[O:12])=[CH:7][CH:6]=1)=[O:3].[OH:14][CH2:15][C:16]1[N:17]=[C:18]([CH:21]([CH3:23])[CH3:22])[S:19][CH:20]=1.CN1CCOCC1>C(Cl)Cl>[CH:21]([C:18]1[S:19][CH:20]=[C:16]([CH2:15][O:14][C:2]([O:4][C:5]2[CH:6]=[CH:7][C:8]([N+:11]([O-:13])=[O:12])=[CH:9][CH:10]=2)=[O:3])[N:17]=1)([CH3:23])[CH3:22]. Reported procedure: A solution of 1.12 g (5.56 mmol) of 4-nitrophenyl chloroformate in 20 ml of CH2Cl2 was cooled to 0° C. and treated sequentially with 0.8 g (5.1 mmol) of 4-(hydroxymethyl)-2-isopropylthiazole and 0.6 ml (5.6 mmol) of 4-methylmorpholine. The resulting solution was stirred at 0° C. for 1 h, diluted with CH2Cl2, washed with three portions of aqueous NaHCO3, dried over Na2SO4, and concentrated in vacuo to give crude 2-isopropyl-4-(p-nitrophenyloxycarbonyloxymethyl)thiazole. A portion (0.53 g, 1.65 mm... The reactants are ( A ), C(C)(C)(C)OC(=O)N1CCC(CC1)=O (4-oxo-piperidine-1-carboxylic acid tert-butyl ester), ClC1=CC=C(C=C1)N (4-chloro-phenylamine), [Na] (sodium). The solvent is ClCCl (dichloromethane), FC(C(=O)O)(F)F (trifluoro acetic acid), ClCCl (dichloromethane), C(C)(=O)O (acetic acid). Yields the product ClC1=CC=C(C=C1)NC1CCNCC1 ((4-Chloro-phenyl)-piperidin-4yl-amine). As a reaction SMILES: C(OC([N:8]1[CH2:13][CH2:12][C:11](=O)[CH2:10][CH2:9]1)=O)(C)(C)C.[Cl:15][C:16]1[CH:21]=[CH:20][C:19]([NH2:22])=[CH:18][CH:17]=1.[Na]>ClCCl.C(O)(=O)C.FC(F)(F)C(O)=O>[Cl:15][C:16]1[CH:21]=[CH:20][C:19]([NH:22][CH:11]2[CH2:10][CH2:9][NH:8][CH2:13][CH2:12]2)=[CH:18][CH:17]=1 |^1:22|. Reported procedure: Was synthesised in the same way as (A) from 4-oxo-piperidine-1-carboxylic acid tert-butyl ester (3.59 g, 18.0 mmol), 4-chloro-phenylamine (1.15 g, 9.0 mmol) and sodium triacetoxyborhydride (5.34 g, 25.2 mmol) in dichloromethane (40 ml) and acetic acid (3.1 ml). The deprotection was run in dichloromethane (37 ml) and trifluoro acetic acid (18 ml). Yield 1.5 g, 79%